This data is from the Open Reaction Database (ORD), a public repository of structured organic reaction records. The task is: describe an organic reaction: reactants, conditions, products, and yield Reactants: S(=S)(=O)([O-])[O-].[Na+].[Na+] (sodium thiosulfate), ClC=1C=C(C(=O)OO)C=CC1 (3-chloroperoxybenzoic acid), solution, C(C)SC=1SC(=CC1C1=NC=2C(=NC=C(C2)C(C(F)(F)F)(F)F)N1C)C(F)(F)F (2-(2-ethylthio-5-trifluoromethylthiophen-3-yl)-3-methyl-6-pentafluoroethyl-3H-imidazo[4,5,b]pyridine). The solvent is C(Cl)(Cl)Cl (chloroform). Run at time 1 hour. The product is C(C)S(=O)(=O)C=1SC(=CC1C1=NC=2C(=NC=C(C2)C(C(F)(F)F)(F)F)N1C)C(F)(F)F (2-(2-ethylsulfonyl-5-trifluoromethylthiophen-3-yl)-3-methyl-6-pentafluoroethyl-3H-imidazo[4,5,b]pyridine). RXN SMILES: Cl[C:2]1C=C(C=C[CH:11]=1)C(OO)=O.C(S[C:15]1[S:16][C:17]([C:37]([F:40])([F:39])[F:38])=[CH:18][C:19]=1[C:20]1[N:35]([CH3:36])[C:23]2=[N:24][CH:25]=[C:26]([C:28]([F:34])([F:33])[C:29]([F:32])([F:31])[F:30])[CH:27]=[C:22]2[N:21]=1)C.[S:41]([O-:45])([O-])(=[O:43])=S.[Na+].[Na+]>C(Cl)(Cl)Cl>[CH2:2]([S:41]([C:15]1[S:16][C:17]([C:37]([F:39])([F:40])[F:38])=[CH:18][C:19]=1[C:20]1[N:35]([CH3:36])[C:23]2=[N:24][CH:25]=[C:26]([C:28]([F:33])([F:34])[C:29]([F:32])([F:31])[F:30])[CH:27]=[C:22]2[N:21]=1)(=[O:45])=[O:43])[CH3:11] |f:2.3.4|. Reported procedure: 0.08 g of 3-chloroperoxybenzoic acid (purity of 65% or more) was added to 3 ml of a solution of 0.07 g of 2-(2-ethylthio-5-trifluoromethylthiophen-3-yl)-3-methyl-6-pentafluoroethyl-3H-imidazo[4,5,b]pyridine in chloroform under ice cooling, and the mixture was stirred for 2 hours and at room temperature for 1 hour. A 10% aqueous sodium thiosulfate solution was poured into the reaction mixture, and the mixture was extracted with chloroform. The organic layer was washed with a saturated aqueous sod...